From a dataset of the Open Reaction Database (ORD), a public repository of structured organic reaction records. describe an organic reaction: reactants, conditions, products, and yield Starting materials: C1(=CC=CC=C1)[C@H]1[C@@H](C1)N=C=O (trans-2-phenylcyclopropyl isocyanate), NCCCCN1C(=NC=2C(=NC=C(C21)C)N)COCC (1-(4-aminobutyl)-2-(ethoxymethyl)-7-methyl-1H-imidazo[4,5-c]pyridin-4-amine). Yields the product NC1=NC=C(C2=C1N=C(N2CCCCNC(=O)N[C@H]2[C@@H](C2)C2=CC=CC=C2)COCC)C (N-{4-[4-amino-2-(ethoxymethyl)-7-methyl-1H-imidazo[4,5-c]pyridin-1-yl]butyl}-N′-[(1R,2S)-2-phenylcyclopropyl]urea). RXN SMILES: [C:1]1([C@@H:7]2[CH2:9][C@H:8]2[N:10]=[C:11]=[O:12])[CH:6]=[CH:5][CH:4]=[CH:3][CH:2]=1.[NH2:13][CH2:14][CH2:15][CH2:16][CH2:17][N:18]1[C:26]2[C:25]([CH3:27])=[CH:24][N:23]=[C:22]([NH2:28])[C:21]=2[N:20]=[C:19]1[CH2:29][O:30][CH2:31][CH3:32]>>[NH2:28][C:22]1[C:21]2[N:20]=[C:19]([CH2:29][O:30][CH2:31][CH3:32])[N:18]([CH2:17][CH2:16][CH2:15][CH2:14][NH:13][C:11]([NH:10][C@@H:8]3[CH2:9][C@H:7]3[C:1]3[CH:6]=[CH:5][CH:4]=[CH:3][CH:2]=3)=[O:12])[C:26]=2[C:25]([CH3:27])=[CH:24][N:23]=1. Procedure: Using the method of Examples 147-164, trans-2-phenylcyclopropyl isocyanate was reacted with 1-(4-aminobutyl)-2-(ethoxymethyl)-7-methyl-1H-imidazo[4,5-c]pyridin-4-amine to provide the desired compound. The observed accurate mass was 437.2668. The reactants are BrC1=CC=C(C=C1)C(CC(=O)C=1C=CC(N(C1)C(C)C)=O)C1=C(C=CC=C1)C (5-[3-(4-bromo-phenyl)-3-o-tolyl-propionyl]-1-isopropyl-1H-pyridin-2-one), Cl.NO (hydroxylamine hydrochloride), C(=O)(O)[O-].[Na+] (NaHCO3). Yields the product BrC1=CC=C(C=C1)C(C\C(=N/O)\C=1C=CC(N(C1)C(C)C)=O)C1=C(C=CC=C1)C (5-{3-(4-Bromo-phenyl)-1-[(E)-hydroxyimino]-3-o-tolyl-propyl}-1-isopropyl-1H-pyridin-2-one). Reaction SMILES: [Br:1][C:2]1[CH:7]=[CH:6][C:5]([CH:8]([C:22]2[CH:27]=[CH:26][CH:25]=[CH:24][C:23]=2[CH3:28])[CH2:9][C:10]([C:12]2[CH:13]=[CH:14][C:15](=[O:21])[N:16]([CH:18]([CH3:20])[CH3:19])[CH:17]=2)=O)=[CH:4][CH:3]=1.Cl.[NH2:30][OH:31].C([O-])(O)=O.[Na+]>>[Br:1][C:2]1[CH:7]=[CH:6][C:5]([CH:8]([C:22]2[CH:27]=[CH:26][CH:25]=[CH:24][C:23]=2[CH3:28])[CH2:9]/[C:10](/[C:12]2[CH:13]=[CH:14][C:15](=[O:21])[N:16]([CH:18]([CH3:20])[CH3:19])[CH:17]=2)=[N:30]\[OH:31])=[CH:4][CH:3]=1 |f:1.2,3.4|. Procedure: In analogy to example 151, step 3, 5-[3-(4-bromo-phenyl)-3-o-tolyl-propionyl]-1-isopropyl-1H-pyridin-2-one was reacted with hydroxylamine hydrochloride in the presence of NaHCO3 to give the title compound as a colorless foam, MS (ESI+): m/z=453.2 [M+H]+. The reactants are C1CCOC1, C[Si](C)(C)[N-][Si](C)(C)C, ClCCCI, [Li+], N#CC1CCOCC1. Product: N#CC1(CCCCl)CCOCC1. Reaction SMILES: [CH2:24]1[O:25][CH2:26][CH2:27][CH2:28]1.[CH3:2][Si:3]([N-:4][Si:5]([CH3:6])([CH3:7])[CH3:8])([CH3:9])[CH3:10].[Cl:19][CH2:20][CH2:21][CH2:22][I:23].[Li+:1].[O:11]1[CH2:12][CH2:13][CH:14]([C:17]#[N:18])[CH2:15][CH2:16]1>>[O:11]1[CH2:12][CH2:13][C:14]([C:17]#[N:18])([CH2:22][CH2:21][CH2:20][Cl:19])[CH2:15][CH2:16]1. Starting materials: C(C)OC(=O)C=1N=CN(C1)C=1N=CC2=CC=CC=C2C1 (1-isoquinolin-3-yl-1H-imidazole-4-carboxylic acid ethyl ester), [H-].[Al+3].[Li+].[H-].[H-].[H-] (lithium aluminum hydride). Yields the product C1=NC(=CC2=CC=CC=C12)N1C=NC(=C1)CO ((1-Isoquinolin-3-yl-1H-imidazol-4-yl)-methanol). As a reaction SMILES: C([O:3][C:4]([C:6]1[N:7]=[CH:8][N:9]([C:11]2[N:12]=[CH:13][C:14]3[C:19]([CH:20]=2)=[CH:18][CH:17]=[CH:16][CH:15]=3)[CH:10]=1)=O)C.[H-].[Al+3].[Li+].[H-].[H-].[H-]>>[CH:13]1[C:14]2[C:19](=[CH:18][CH:17]=[CH:16][CH:15]=2)[CH:20]=[C:11]([N:9]2[CH:10]=[C:6]([CH2:4][OH:3])[N:7]=[CH:8]2)[N:12]=1 |f:1.2.3.4.5.6|. Procedure: Following the general method described in example 298, 1-isoquinolin-3-yl-1H-imidazole-4-carboxylic acid ethyl ester was reacted with lithium aluminum hydride followed by hydrolytic workup and chromatography. The title compound was obtained as an off-white waxy solid. MS: m/e=226 (M+H+). The reactants are COC(C1=CC=C(C=C1)F)=O (4-Fluorobenzoic acid methyl ester), C(C)N1CCNCC1 (1-ethyl-piperazine), C([O-])([O-])=O.[K+].[K+] (potassium carbonate). Solvent: CC(=O)N(C)C (dimethyl-acetamide). The product is COC(C1=CC=C(C=C1)N1CCN(CC1)CC)=O (4-(4-Ethyl-piperazin-1-yl)-benzoic acid methyl ester). RXN SMILES: [CH3:1][O:2][C:3](=[O:11])[C:4]1[CH:9]=[CH:8][C:7](F)=[CH:6][CH:5]=1.[CH2:12]([N:14]1[CH2:19][CH2:18][NH:17][CH2:16][CH2:15]1)[CH3:13].C(=O)([O-])[O-].[K+].[K+]>CC(N(C)C)=O>[CH3:1][O:2][C:3](=[O:11])[C:4]1[CH:9]=[CH:8][C:7]([N:17]2[CH2:18][CH2:19][N:14]([CH2:12][CH3:13])[CH2:15][CH2:16]2)=[CH:6][CH:5]=1 |f:2.3.4|. Procedure: 4-Fluorobenzoic acid methyl ester (53 mmol), 1-ethyl-piperazine (44 mmol) and potassium carbonate (44 mmol) are suspended in dimethyl-acetamide (50 ml) and stirred under reflux overnight. After evaporation of the solvent, the residue is dissolved in water and extracted three times with ethyl acetate. The extract is dried over sodium sulfate and evaporated. The residue is suspended in diethylether/pentane and the solid filtered of and dried (vacuum). A brownish powder with mp. 102-104° C., Rf=0.2... Starting materials: CN(C)C=O (DMF), BrC1=CC=C2C=3C=CC(=CC3C(C2=C1)(CCCCCCCCCC)CCCCCCCCCC)N(C1=CC=CC=C1)C1=CC=CC=C1 ((7-bromo-9,9-didecylfluoren-2-yl)diphenylamine), C(CCC)[Li] (n-butyllithium), hexanes, Cl (hydrochloric acid). Run in CO (methanol), C1CCOC1 (THF), C1CCOC1 (THF). Reaction conditions: time 30 minute. Yields the product C1(=CC=CC=C1)N(C1=CC=C2C=3C=CC(=CC3C(C2=C1)(CCCCCCCCCC)CCCCCCCCCC)C=O)C1=CC=CC=C1 (7-(diphenylamino)-9,9-didecylfluorene-2-carbaldehyde). The yield is 88.0%. As a reaction SMILES: Br[C:2]1[CH:14]=[C:13]2[C:5]([C:6]3[CH:7]=[CH:8][C:9]([N:35]([C:42]4[CH:47]=[CH:46][CH:45]=[CH:44][CH:43]=4)[C:36]4[CH:41]=[CH:40][CH:39]=[CH:38][CH:37]=4)=[CH:10][C:11]=3[C:12]2([CH2:25][CH2:26][CH2:27][CH2:28][CH2:29][CH2:30][CH2:31][CH2:32][CH2:33][CH3:34])[CH2:15][CH2:16][CH2:17][CH2:18][CH2:19][CH2:20][CH2:21][CH2:22][CH2:23][CH3:24])=[CH:4][CH:3]=1.C([Li])CCC.CN([CH:56]=[O:57])C.Cl>C1COCC1.CO>[C:36]1([N:35]([C:42]2[CH:43]=[CH:44][CH:45]=[CH:46][CH:47]=2)[C:9]2[CH:10]=[C:11]3[C:6]([C:5]4[CH:4]=[CH:3][C:2]([CH:56]=[O:57])=[CH:14][C:13]=4[C:12]3([CH2:15][CH2:16][CH2:17][CH2:18][CH2:19][CH2:20][CH2:21][CH2:22][CH2:23][CH3:24])[CH2:25][CH2:26][CH2:27][CH2:28][CH2:29][CH2:30][CH2:31][CH2:32][CH2:33][CH3:34])=[CH:7][CH:8]=2)[CH:41]=[CH:40][CH:39]=[CH:38][CH:37]=1. Procedure details: To a solution of (7-bromo-9,9-didecylfluoren-2-yl)diphenylamine (34.6 g, 0.05 mol) in THF (200 mL), cooled to less than −50° C., a solution of n-butyllithium in hexanes (1.6M, 45 mL, 0.072 mol) was added over 15 minutes. After 30 minutes, a solution of DMF (7.5 mL, 0.097 mol) in THF (40 mL) was added, and after 1 hour, the temperature was allowed to rise to 0° C. The mixture was cooled in an ice bath, and treated with dilute hydrochloric acid (7.5 mL conc. HCl mixed with 60 mL water). After dilu... Reactants: CC(=O)OC(C)=O, Cl, Cl, NCCn1c(=O)[nH]c2ccccc21, [Na+], C1COCCO1, [OH-], O. Yields the product CC(=O)NCCn1c(=O)[nH]c2ccccc21. Reaction SMILES: [CH3:17][C:18](=[O:19])[O:20][C:21](=[O:22])[CH3:23].[ClH:24].[ClH:3].[NH2:4][CH2:5][CH2:6][n:7]1[c:8](=[O:16])[nH:9][c:10]2[c:11]1[cH:12][cH:13][cH:14][cH:15]2.[Na+:2].[O:26]1[CH2:27][CH2:28][O:29][CH2:30][CH2:31]1.[OH-:1].[OH2:25]>>[NH:4]([CH2:5][CH2:6][n:7]1[c:8](=[O:16])[nH:9][c:10]2[c:11]1[cH:12][cH:13][cH:14][cH:15]2)[C:18]([CH3:17])=[O:19]. The reactants are Cl.NC=1C2=C(NC3=C(N1)C=CC=C3)SC(=C2)C (4-Amino-2-methyl-10H-thieno[2,3-b][1,5] benzodiazepine hydrochloride), CN1CCNCC1 (N-methyl piperazine), C(C)#N (acetonitrile), O (Water). Run at temperature 120 celsius, time 30 minute. The product is CC1=CC2=C(NC3=C(N=C2N2CCN(CC2)C)C=CC=C3)S1 (2-methyl-4-(4-methyl-1-piperazinyl)-10H-thieno-[2,3-b][1,5]benzodiazepine). As a reaction SMILES: Cl.[NH2:2][C:3]1[C:4]2[CH:16]=[C:15]([CH3:17])[S:14][C:5]=2[NH:6][C:7]2[CH:13]=[CH:12][CH:11]=[CH:10][C:8]=2[N:9]=1.C(#N)C.O.[CH3:22][N:23]1[CH2:28][CH2:27]N[CH2:25][CH2:24]1>>[CH3:17][C:15]1[S:14][C:5]2[NH:6][C:7]3[CH:13]=[CH:12][CH:11]=[CH:10][C:8]=3[N:9]=[C:3]([N:2]3[CH2:27][CH2:28][N:23]([CH3:22])[CH2:24][CH2:25]3)[C:4]=2[CH:16]=1 |f:0.1|. Reported procedure: 4-Amino-2-methyl-10H-thieno[2,3-b][1,5] benzodiazepine hydrochloride (100 g) is taken in N-methyl piperazine (500 ml). Reaction mixture is heated at 120° C. for 3 hours. The reaction mass is cooled and acetonitrile (400 ml) is added under stirring for 30 minutes. Water (500 ml) is added and the mixture is cooled up to room temperature and stirred to precipitate the solid. The solid is filtered off, washed with acetonitrile (100 ml) and dried at ambient temperature to obtain the crude title compo... Reactants: N#C[C-](C#N)C#N, COCCOC, CCNC, CS(=O)(=O)O, [K+]. Yields the product CCN(C)C(N)=C(C#N)C#N. Reaction SMILES: [C:1](#[N:2])[C-:3]([C:4]#[N:5])[C:6]#[N:7].[CH2:18]([CH2:19][O:20][CH3:21])[O:22][CH3:23].[CH2:9]([CH3:10])[NH:11][CH3:12].[CH3:13][S:14](=[O:15])(=[O:16])[OH:17].[K+:8]>>[C:1]([NH2:2])(=[C:3]([C:4]#[N:5])[C:6]#[N:7])[N:11]([CH2:9][CH3:10])[CH3:12]. Starting materials: ClC1=CC2=C(CN3C(C(N2)=O)=CC=C3)C=C1 (8-chloro-10,11-dihydro-5H-pyrrolo[2,1-c][1,4]benzodiazepin-11-one), [Cl-].[Cl-].[Cl-].[Al+3] (aluminum trichloride), Cl (hydrochloric acid), CI (methyl iodide). Solvent: C(Cl)Cl (methylene chloride), CO (methanol). Run at time 48 hour. The product is ClC1=CC2=C(CN3C(C(N2)=O)=CC(=C3)C)C=C1 (8-chloro-2-methyl-10,11-dihydro-5-H-pyrrolo-[2,1-c][1,4]benzodiazepine-11-one). RXN SMILES: [Cl:1][C:2]1[CH:16]=[CH:15][C:5]2[CH2:6][N:7]3[CH:14]=[CH:13][CH:12]=[C:8]3[C:9](=[O:11])[NH:10][C:4]=2[CH:3]=1.[Cl-].[Cl-].[Cl-].[Al+3].[CH3:21]I.Cl>C(Cl)Cl.CO>[Cl:1][C:2]1[CH:16]=[CH:15][C:5]2[CH2:6][N:7]3[CH:14]=[C:13]([CH3:21])[CH:12]=[C:8]3[C:9](=[O:11])[NH:10][C:4]=2[CH:3]=1 |f:1.2.3.4|. Reported procedure: To a stirred solution of 2.33 g of 8-chloro-10,11-dihydro-5H-pyrrolo[2,1-c][1,4]benzodiazepin-11-one in 50 mL of methylene chloride is added 5.33 g of aluminum trichloride in small aliquots over a 30 minute period. During this time the temperature of the reaction is maintained below 30°. To this reaction mixture 4 mL of methyl iodide is added, and the reaction is allowed to stir for 48 hours at room temperature. The reaction mixture is diluted with 24 mL of methanol and then poured into 150 mL o...